From a dataset of the Open Reaction Database (ORD), a public repository of structured organic reaction records. describe an organic reaction: reactants, conditions, products, and yield Starting materials: O=C([O-])O, c1ccc2c(c1)CCN2, Cc1ccccc1, ClCc1ccccc1, [Na+], O. Product: c1ccc(CN2CCc3ccccc32)cc1. As a reaction SMILES: [C:10](=[O:11])([O-:12])[OH:13].[CH2:1]1[CH2:2][c:3]2[cH:4][cH:5][cH:6][cH:7][c:8]2[NH:9]1.[CH3:24][c:25]1[cH:26][cH:27][cH:28][cH:29][cH:30]1.[Cl:16][CH2:17][c:18]1[cH:19][cH:20][cH:21][cH:22][cH:23]1.[Na+:14].[OH2:15]>>[CH2:1]1[CH2:2][c:3]2[cH:4][cH:5][cH:6][cH:7][c:8]2[N:9]1[CH2:17][c:18]1[cH:19][cH:20][cH:21][cH:22][cH:23]1. Starting materials: O=C([O-])[O-], ClCCl, CC(C)(CO)NC(=O)c1ccc(OCCCCl)cc1, [K+], [K+], O, O=S(Cl)Cl. Product: CC1(C)COC(c2ccc(OCCCCl)cc2)=N1. RXN SMILES: [C:25](=[O:26])([O-:27])[O-:28].[Cl:31][CH2:32][Cl:33].[Cl:5][CH2:6][CH2:7][CH2:8][O:9][c:10]1[cH:11][cH:12][c:13]([C:14](=[O:15])[NH:16][C:17]([CH2:18][OH:19])([CH3:20])[CH3:21])[cH:22][cH:23]1.[K+:29].[K+:30].[OH2:24].[S:1]([Cl:2])([Cl:3])=[O:4]>>[Cl:5][CH2:6][CH2:7][CH2:8][O:9][c:10]1[cH:11][cH:12][c:13]([C:14]2=[N:16][C:17]([CH3:20])([CH3:21])[CH2:18][O:19]2)[cH:22][cH:23]1. Conditions: time 3 hour. As a reaction SMILES: C[O:2][C:3](=[O:31])[CH2:4][N:5]1[C:13]2[C:8](=[CH:9][C:10]([F:14])=[CH:11][CH:12]=2)[C:7]([CH2:15][C:16]2[S:17][CH:18]=[CH:19][C:20]=2[S:21]([C:24]2[CH:29]=[CH:28][N:27]=[CH:26][CH:25]=2)(=[O:23])=[O:22])=[C:6]1[CH3:30].[OH-].[Na+].Cl>O1CCCC1>[F:14][C:10]1[CH:9]=[C:8]2[C:13](=[CH:12][CH:11]=1)[N:5]([CH2:4][C:3]([OH:31])=[O:2])[C:6]([CH3:30])=[C:7]2[CH2:15][C:16]1[S:17][CH:18]=[CH:19][C:20]=1[S:21]([C:24]1[CH:25]=[CH:26][N:27]=[CH:28][CH:29]=1)(=[O:22])=[O:23] |f:1.2|. Isolated yield 59.5%. Yields the product FC=1C=C2C(=C(N(C2=CC1)CC(=O)O)C)CC=1SC=CC1S(=O)(=O)C1=CC=NC=C1 ({5-fluoro-2-methyl-3-[3-(pyridine-4-sulfonyl)thiophen-2-ylmethyl]indol-1-yl}acetic acid). The solvent is O1CCCC1 (tetrahydrofuran). Reported procedure: A mixture of {5-fluoro-2-methyl-3-[3-(pyridine-4-sulfonyl)thiophen-2-ylmethyl]indol-1-yl}acetic acid methyl ester (0.026 g) and tetrahydrofuran (0.5 mL) was treated with 2.0 M aqueous sodium hydroxide solution (2.0 mL), and the resulting mixture was stirred at room temperature for 3 hours. The mixture was acidified by the addition of 2.0 M aqueous hydrochloric acid solution and concentrated under reduced pressure. The residue was purified by preparative HPLC, eluting with a mixture of acetonitri... The reactants are [OH-].[Na+] (sodium hydroxide), COC(CN1C(=C(C2=CC(=CC=C12)F)CC=1SC=CC1S(=O)(=O)C1=CC=NC=C1)C)=O ({5-fluoro-2-methyl-3-[3-(pyridine-4-sulfonyl)thiophen-2-ylmethyl]indol-1-yl}acetic acid methyl ester), Cl (hydrochloric acid). The reactants are C(=C)(C)N1C(NC2=C1C=CC=C2)=O (1-isopropenyl-2,3-dihydro-benzimidazol-2-one), ClCC1CN(CCO1)CC1=CC=CC=C1 (2-chloromethyl-4-benzyl-morpholine). Yields the product C(C1=CC=CC=C1)N1CC(OCC1)CN1C(N(C2=C1C=CC=C2)C(=C)C)=O (4-benzyl-2-(1-isopropenyl-2,3-dihydro-benzimidazol-2-on-3-yl-methyl)-morpholine). The yield is 72.9%. RXN SMILES: [C:1]([N:4]1[C:8]2[CH:9]=[CH:10][CH:11]=[CH:12][C:7]=2[NH:6][C:5]1=[O:13])([CH3:3])=[CH2:2].Cl[CH2:15][CH:16]1[O:21][CH2:20][CH2:19][N:18]([CH2:22][C:23]2[CH:28]=[CH:27][CH:26]=[CH:25][CH:24]=2)[CH2:17]1>>[CH2:22]([N:18]1[CH2:19][CH2:20][O:21][CH:16]([CH2:15][N:6]2[C:7]3[CH:12]=[CH:11][CH:10]=[CH:9][C:8]=3[N:4]([C:1]([CH3:3])=[CH2:2])[C:5]2=[O:13])[CH2:17]1)[C:23]1[CH:24]=[CH:25][CH:26]=[CH:27][CH:28]=1. Reported procedure: The condensation of 0.1 mol of 1-isopropenyl-2,3-dihydro-benzimidazol-2-one and 0.1 mol of 2-chloromethyl-4-benzyl-morpholine in accordance with the procedure (a) of Example 1 gives, after evaporation of the solvent under reduced pressure, 30 g of an oil which solidifies slowly. Recrystallization from a 250/25 mixture of isopropyl ether and isopropanol gives 26.5 g of 4-benzyl-2-(1-isopropenyl-2,3-dihydro-benzimidazol-2-on-3-yl-methyl)-morpholine, m.p. 117° C.